This data is from the Open Reaction Database (ORD), a public repository of structured organic reaction records. The task is: describe an organic reaction: reactants, conditions, products, and yield Starting materials: C=CC(=O)O, O=C([O-])O, [Cl-], Cl, Nc1ncnc2[nH]cnc12. Yields the product C=CC(=O)c1nc(N)c2[nH]cnc2n1. Reaction SMILES: [C:12]([CH:13]=[CH2:14])(=[O:15])[OH:16].[C:18](=[O:19])([OH:20])[O-:21].[Cl-:11].[ClH:17].[NH2:1][c:2]1[n:3][cH:4][n:5][c:6]2[nH:7][cH:8][n:9][c:10]12>>[NH2:1][c:2]1[n:3][c:4]([C:12]([CH:13]=[CH2:14])=[O:15])[n:5][c:6]2[n:7][cH:8][nH:9][c:10]12. The reactants are [Cl-].[Li+] (lithium chloride), ClC=1C=C(C(=O)N2CS(C3=C2C=CC=C3)(=O)=O)C=C(C1OC)C(F)(F)F (3-(3-chloro-4-methoxy-5-trifluoromethylbenzoyl)-1,1-dioxo-2,3-dihydro-1,3-benzothiazole), Cl (hydrochloric acid). The solvent is CN(C=O)C (N,N-dimethylformamide). Reaction conditions: temperature 70 celsius, time 22 hour. The product is ClC=1C=C(C(=O)N2CS(C3=C2C=CC=C3)(=O)=O)C=C(C1O)C(F)(F)F (3-(3-chloro-4-hydroxy-5-trifluoromethylbenzoyl)-1,1-dioxo-2,3-dihydro-1,3-benzothiazole). Isolated yield 91.0%. Reaction SMILES: [Cl:1][C:2]1[CH:3]=[C:4]([CH:18]=[C:19]([C:23]([F:26])([F:25])[F:24])[C:20]=1[O:21]C)[C:5]([N:7]1[C:11]2[CH:12]=[CH:13][CH:14]=[CH:15][C:10]=2[S:9](=[O:17])(=[O:16])[CH2:8]1)=[O:6].[Cl-].[Li+].Cl>CN(C)C=O>[Cl:1][C:2]1[CH:3]=[C:4]([CH:18]=[C:19]([C:23]([F:26])([F:25])[F:24])[C:20]=1[OH:21])[C:5]([N:7]1[C:11]2[CH:12]=[CH:13][CH:14]=[CH:15][C:10]=2[S:9](=[O:17])(=[O:16])[CH2:8]1)=[O:6] |f:1.2|. Procedure details: 3-(3-chloro-4-methoxy-5-trifluoromethylbenzoyl)-1,1-dioxo-2,3-dihydro-1,3-benzothiazole (74 mg) was dissolved in N,N-dimethylformamide (2 mL), lithium chloride (77 mg) was added to the solution, and then the mixture was stirred at 70° C. for 22 hours. To the reaction solution, 1N hydrochloric acid was added, and then the mixture was extracted with ethyl acetate. The organic layer was washed with 1N hydrochloric acid and saturated brine, and then dried over anhydrous sodium sulfate. The solvent w... Reactants: BrC=1C=C(C=2NC=3C=C(C=CC3C2N1)C(=O)N1CCOCC1)C(=O)N (2-Bromo-7-(morpholine-4-carbonyl)-5H-pyrido[3,2-b]indole-4-carboxamide), CC1(OB(OC1(C)C)C1=CC=C(C=C1)N1CCOCC1)C (4-(4-(4,4,5,5-tetramethyl-1,3,2-dioxaborolan-2-yl)phenyl)morpholine), C(=O)([O-])[O-].[Na+].[Na+] (Na2CO3). The reagents and catalysts are C1=CC=C(C=C1)P([C-]2C=CC=C2)C3=CC=CC=C3.C1=CC=C(C=C1)P([C-]2C=CC=C2)C3=CC=CC=C3.Cl[Pd]Cl.[Fe+2].C(Cl)Cl (PdCl2(dppf) CH2Cl2). Solvent: COCCOC (DME). Conditions: temperature 100 celsius. The product is N1(CCOCC1)C(=O)C=1C=CC=2C3=C(NC2C1)C(=CC(=N3)C3=CC=C(C=C3)N3CCOCC3)C(=O)N (7-(Morpholine-4-carbonyl)-2-(4-morpholinophenyl)-5H-pyrido[3,2-b]indole-4-carboxamide). Reaction SMILES: Br[C:2]1[CH:3]=[C:4]([C:23]([NH2:25])=[O:24])[C:5]2[NH:6][C:7]3[CH:8]=[C:9]([C:15]([N:17]4[CH2:22][CH2:21][O:20][CH2:19][CH2:18]4)=[O:16])[CH:10]=[CH:11][C:12]=3[C:13]=2[N:14]=1.CC1(C)C(C)(C)OB([C:34]2[CH:39]=[CH:38][C:37]([N:40]3[CH2:45][CH2:44][O:43][CH2:42][CH2:41]3)=[CH:36][CH:35]=2)O1.C([O-])([O-])=O.[Na+].[Na+]>C1C=CC(P(C2C=CC=CC=2)[C-]2C=CC=C2)=CC=1.C1C=CC(P(C2C=CC=CC=2)[C-]2C=CC=C2)=CC=1.Cl[Pd]Cl.[Fe+2].C(Cl)Cl.COCCOC>[N:17]1([C:15]([C:9]2[CH:10]=[CH:11][C:12]3[C:13]4[N:14]=[C:2]([C:34]5[CH:35]=[CH:36][C:37]([N:40]6[CH2:41][CH2:42][O:43][CH2:44][CH2:45]6)=[CH:38][CH:39]=5)[CH:3]=[C:4]([C:23]([NH2:25])=[O:24])[C:5]=4[NH:6][C:7]=3[CH:8]=2)=[O:16])[CH2:22][CH2:21][O:20][CH2:19][CH2:18]1 |f:2.3.4,5.6.7.8.9|. Reported procedure: 2-Bromo-7-(morpholine-4-carbonyl)-5H-pyrido[3,2-b]indole-4-carboxamide (60 mg, 0.149 mmol), 4-(4-(4,4,5,5-tetramethyl-1,3,2-dioxaborolan-2-yl)phenyl)morpholine (86 mg, 0.298 mmol), PdCl2(dppf)-CH2Cl2 adduct (12.15 mg, 0.015 mmol), and Na2CO3 (2M) (0.223 mL, 0.446 mmol) were mixed with DME (4 mL) in a sealed microwave vial. The mixture was flushed with N2 and heated at 100° C. in an oil bath for 4 hrs. The mixture was concentrated and purified using preparative HPLC to give titled product. MS (ES... The reactants are B(OC(C)C)(OC(C)C)OC(C)C (triisopropyl borate), solution, C(CCC)[Li] (butyllithium), ClC1=C(C=C(C=C1)OCC)I (1-chloro-2-iodo-4-ethoxybenzene). Run in CCOC(=O)C.Cl (EtOAc HCl), CCCCCC (hexane), C1CCOC1 (THF). Conditions: time 2 hour. Yields the product ClC1=C(C=C(C=C1)OCC)B(O)O ((2-chloro-5-ethoxyphenyl)boronic acid). Isolated yield 58.8%. Reaction SMILES: C([Li])CCC.[Cl:6][C:7]1[CH:12]=[CH:11][C:10]([O:13][CH2:14][CH3:15])=[CH:9][C:8]=1I.[B:17](OC(C)C)([O:22]C(C)C)[O:18]C(C)C>CCCCCC.C1COCC1.CCOC(C)=O.Cl>[Cl:6][C:7]1[CH:12]=[CH:11][C:10]([O:13][CH2:14][CH3:15])=[CH:9][C:8]=1[B:17]([OH:22])[OH:18] |f:5.6|. Procedure details: Add, dropwise, 5.5 mL (8.8 mmol) of a 1.6N solution of butyllithium in hexane in the space of 30 min to a solution of 2.38 g (8.4 mmol) of 1-chloro-2-iodo-4-ethoxybenzene in 50 mL of anhydrous THF cooled under argon to −78° C. After 2 h at −70° C., add 1.74 g (9.2 mmol) of triisopropyl borate and stir the reaction mixture for 3 h at room temperature, then distribute in 200 mL of EtOAc/HCl aq 5N 1:1 mixture. Wash the organic phase with 50 mL of water, dry over Na2SO4 and concentrate under reduced... Starting materials: CCOC(=O)c1cc(Br)nc2[nH]nc(C)c12, CC(C)Br, CC#N, [K+], [K+], O=C([O-])[O-]. Product: CCOC(=O)c1cc(Br)nc2c1c(C)nn2C(C)C. As a reaction SMILES: [Br:1][c:2]1[cH:3][c:4]([C:12](=[O:13])[O:14][CH2:15][CH3:16])[c:5]2[c:6]([n:7]1)[nH:8][n:9][c:10]2[CH3:11].[Br:23][CH:24]([CH3:25])[CH3:26].[CH3:27][C:28]#[N:29].[K+:17].[K+:18].[O-:19][C:20]([O-:21])=[O:22]>>[Br:1][c:2]1[cH:3][c:4]([C:12](=[O:13])[O:14][CH2:15][CH3:16])[c:5]2[c:6]([n:7]1)[n:8]([CH:24]([CH3:25])[CH3:26])[n:9][c:10]2[CH3:11].